From a dataset of the Open Reaction Database (ORD), a public repository of structured organic reaction records. describe an organic reaction: reactants, conditions, products, and yield The reactants are ClC1=C(C=NC2=CC=CC=C12)[N+](=O)[O-] (4-Chloro-3-nitroquinoline), NCC1(CCOCC1)O (4-(aminomethyl)tetrahydro-2H-pyran-4-ol). Run in O (water). The product is [N+](=O)([O-])C=1C=NC2=CC=CC=C2C1NCC1(CCOCC1)O (4-{[(3-nitroquinolin-4-yl)amino]methyl}tetrahydro-2H-pyran-4-ol). Yield: 89.4%. Reaction SMILES: Cl[C:2]1[C:11]2[C:6](=[CH:7][CH:8]=[CH:9][CH:10]=2)[N:5]=[CH:4][C:3]=1[N+:12]([O-:14])=[O:13].[NH2:15][CH2:16][C:17]1([OH:23])[CH2:22][CH2:21][O:20][CH2:19][CH2:18]1>O>[N+:12]([C:3]1[CH:4]=[N:5][C:6]2[C:11]([C:2]=1[NH:15][CH2:16][C:17]1([OH:23])[CH2:22][CH2:21][O:20][CH2:19][CH2:18]1)=[CH:10][CH:9]=[CH:8][CH:7]=2)([O-:14])=[O:13]. Reported procedure: 4-Chloro-3-nitroquinoline (12.0 g, 57.5 mmol) and was reacted with 4-(aminomethyl)tetrahydro-2H-pyran-4-ol (11.3 g, 86.3 mmol) according to the method described in Part C of Example 9. The crude yellow solid was stirred in water (100 mL) and was isolated by filtration, dried under vacuum, and recrystallized from 1,2-dichloroethane to yield 4-{[(3-nitroquinolin-4-yl)amino]methyl}tetrahydro-2H-pyran-4-ol as bright yellow crystals (15.6 g, 90%).